From a dataset of the Open Reaction Database (ORD), a public repository of structured organic reaction records. describe an organic reaction: reactants, conditions, products, and yield Reactants: O=Cc1cccc(Br)n1, Brc1cccc(Br)n1, C1CCOC1, [Li]CCCC. Product: OC(c1cccc(Br)n1)c1cccc(Br)n1. Reaction SMILES: [Br:14][c:15]1[cH:16][cH:17][cH:18][c:19]([CH:21]=[O:22])[n:20]1.[Br:1][c:2]1[n:3][c:4]([Br:8])[cH:5][cH:6][cH:7]1.[CH2:23]1[O:24][CH2:25][CH2:26][CH2:27]1.[CH3:9][CH2:10][CH2:11][CH2:12][Li:13]>>[c:2]1([CH:21]([c:19]2[cH:18][cH:17][cH:16][c:15]([Br:14])[n:20]2)[OH:22])[n:3][c:4]([Br:8])[cH:5][cH:6][cH:7]1. Reactants: ClC1=CC=C(C=C1)C1N(C(C=2N(N=C(C21)C)C2=CC=NN2C)=O)CC2=CC=C(C=C2)OC (4-(4-chlorophenyl)-5-(4-methoxybenzyl)-3-methyl-1-(1-methyl-1H-pyrazol-5-yl)-4,5-dihydropyrrolo-[3,4-c]pyrazol-6(1H)-one). Run in CCOC(=O)C (EtOAc). Product: ClC1=CC=C(C=C1)C1NC(C=2N(N=C(C21)C)C2=CC=NN2C)=O (4-(4-chlorophenyl)-3-methyl-1-(1-methyl-1H-pyrazol-5-yl)-4,5-dihydropyrrolo[3,4-c]pyrazol-6(1H)-one). As a reaction SMILES: [Cl:1][C:2]1[CH:7]=[CH:6][C:5]([CH:8]2[C:15]3[C:14]([CH3:16])=[N:13][N:12]([C:17]4[N:21]([CH3:22])[N:20]=[CH:19][CH:18]=4)[C:11]=3[C:10](=[O:23])[N:9]2CC2C=CC(OC)=CC=2)=[CH:4][CH:3]=1>CCOC(C)=O>[Cl:1][C:2]1[CH:3]=[CH:4][C:5]([CH:8]2[C:15]3[C:14]([CH3:16])=[N:13][N:12]([C:17]4[N:21]([CH3:22])[N:20]=[CH:19][CH:18]=4)[C:11]=3[C:10](=[O:23])[NH:9]2)=[CH:6][CH:7]=1. Reported procedure: The title compound was prepared in analogy to the procedure described in Step 85.6 using 4-(4-chlorophenyl)-5-(4-methoxybenzyl)-3-methyl-1-(1-methyl-1H-pyrazol-5-yl)-4,5-dihydropyrrolo-[3,4-c]pyrazol-6(1H)-one (Step 114.1). tR: 4.14 min (HPLC 1); tR: 0.92 min (LC-MS 2); ESI-MS: 328 [M+H]+ (LC-MS 2); ESI-MS: 326 [M−H]− (LC-MS 2); Rf=0.61 (EtOAc). Reactants: NCC1=CN=C(S1)Cl (5-(aminomethyl)-2-chlorothiazole), COC(N[N+](=O)[O-])=N (O-methyl-N-nitroisourea), [Cl-].[Na+] (sodium chloride), Cl(=O)(=O)(=O)O (perchloric acid), [OH-].[Na+] (sodium hydroxide). The solvent is O (water). Run at time 24 hour. The product is COC(NCC1=CN=C(S1)Cl)=N[N+](=O)[O-] (O-methyl-N-(2-chloro-5-thiazolylmethyl)-N'-nitroisourea). Yield: 62.2%. RXN SMILES: [CH3:1][O:2][C:3](=[NH:8])[NH:4][N+:5]([O-:7])=[O:6].[Cl-].[Na+].Cl(O)(=O)(=O)=O.N[CH2:17][C:18]1[S:22][C:21]([Cl:23])=[N:20][CH:19]=1.[OH-].[Na+]>O>[CH3:1][O:2][C:3](=[N:4][N+:5]([O-:7])=[O:6])[NH:8][CH2:17][C:18]1[S:22][C:21]([Cl:23])=[N:20][CH:19]=1 |f:1.2,5.6|. Procedure: O-methyl-N-nitroisourea (1.2 g, 0.01 mol) was added to water (30 ml) dissolving sodium chloride (4.7 g). Then, 70% perchloric acid (1.52 g, 0.0106 mol, 1.06 equivalents) was added, and 5-(aminomethyl)-2-chlorothiazole (1.49 g, 0.01 mol, 1.00 equivalent) was added at 24° C. The mixture was adjusted to pH 7 with 30% aqueous sodium hydroxide solution. After 24 hours of stirring at room temperature, the resulting crystals were collected by filtration to provide 1.56 g (62.2% yield) of O-methyl-N-(2-...